From a dataset of the Open Reaction Database (ORD), a public repository of structured organic reaction records. describe an organic reaction: reactants, conditions, products, and yield Reactants: CCOCCn1c(Cl)nc2ccccc21, C1CCC2=NCCCN2CC1, C1CNCCNC1, c1ccncc1. Product: CCOCCn1c(N2CCCNCC2)nc2ccccc21. RXN SMILES: [Cl:1][c:2]1[n:3][c:4]2[c:5]([n:6]1[CH2:7][CH2:8][O:9][CH2:10][CH3:11])[cH:12][cH:13][cH:14][cH:15]2.[N:23]12[CH2:24][CH2:25][CH2:26][N:27]=[C:28]1[CH2:29][CH2:30][CH2:31][CH2:32][CH2:33]2.[NH:16]1[CH2:17][CH2:18][NH:19][CH2:20][CH2:21][CH2:22]1.[cH:34]1[cH:35][cH:36][n:37][cH:38][cH:39]1>>[c:2]1([N:16]2[CH2:17][CH2:18][NH:19][CH2:20][CH2:21][CH2:22]2)[n:3][c:4]2[c:5]([n:6]1[CH2:7][CH2:8][O:9][CH2:10][CH3:11])[cH:12][cH:13][cH:14][cH:15]2. Starting materials: CO, CCOC(C)=O, COC(=O)Cc1ccc(Oc2ccc(NC(=O)c3ccc(Cl)c(Cl)c3)cc2)c(CNS(=O)(=O)c2ccc(F)cc2)c1, Cl, [Na+], [OH-]. Yields the product O=C(O)Cc1ccc(Oc2ccc(NC(=O)c3ccc(Cl)c(Cl)c3)cc2)c(CNS(=O)(=O)c2ccc(F)cc2)c1. RXN SMILES: [CH3:44][OH:45].[CH3:46][CH2:47][O:48][C:49](=[O:50])[CH3:51].[Cl:1][c:2]1[cH:3][c:4]([C:5](=[O:6])[NH:7][c:8]2[cH:9][cH:10][c:11]([O:12][c:13]3[c:14]([CH2:24][NH:25][S:26](=[O:27])(=[O:28])[c:29]4[cH:30][cH:31][c:32]([F:35])[cH:33][cH:34]4)[cH:15][c:16]([CH2:19][C:20](=[O:21])[O:22][CH3:23])[cH:17][cH:18]3)[cH:36][cH:37]2)[cH:38][cH:39][c:40]1[Cl:41].[ClH:52].[Na+:43].[OH-:42]>>[Cl:1][c:2]1[cH:3][c:4]([C:5](=[O:6])[NH:7][c:8]2[cH:9][cH:10][c:11]([O:12][c:13]3[c:14]([CH2:24][NH:25][S:26](=[O:27])(=[O:28])[c:29]4[cH:30][cH:31][c:32]([F:35])[cH:33][cH:34]4)[cH:15][c:16]([CH2:19][C:20](=[O:21])[OH:22])[cH:17][cH:18]3)[cH:36][cH:37]2)[cH:38][cH:39][c:40]1[Cl:41]. RXN SMILES: [C:1](=[O:4])([O-])[O-].[Cs+].[Cs+].CI.[C:9]([C:13]1[CH:14]=[C:15]([C:23](=[O:25])[CH3:24])[CH:16]=[C:17]([O:20][CH2:21][CH3:22])[C:18]=1O)([CH3:12])([CH3:11])[CH3:10].[Br-:26].[Br-].[Br-].C([N+](CCCC)(CCCC)CCCC)CCC.C([N+](CCCC)(CCCC)CCCC)CCC.C([N+](CCCC)(CCCC)CCCC)CCC>C(#N)C.C(Cl)Cl.CO.C(OCC)(=O)C.O>[Br:26][CH2:24][C:23]([C:15]1[CH:16]=[C:17]([O:20][CH2:21][CH3:22])[C:18]([O:4][CH3:1])=[C:13]([C:9]([CH3:12])([CH3:11])[CH3:10])[CH:14]=1)=[O:25] |f:0.1.2,5.6.7.8.9.10,12.13|. Isolated yield 88.2%. Run in C(Cl)Cl.CO (methylene chloride methanol), O (Water), C(C)#N (acetonitrile), C(C)(=O)OCC (ethyl acetate). Procedure: Cesium carbonate (662 mg, 2.03 mmol) and methyl iodide (0.14 ml, 2.20 mmol) were added to a solution of 1-[3-(tert-butyl)-5-ethoxy-4-hydroxyphenyl]-1-ethanone (400 mg, 1.69 mmol) in acetonitrile and the mixture was stirred at room temperature for 10 hours. Water was added to the reaction mixture, extraction was performed with ethyl acetate, the organic layer was washed with brine and dried over anhydrous magnesium sulfate, and the solvent was distilled off under reduced pressure. Tetra-n-butylam... Conditions: time 10 hour. Product: BrCC(=O)C1=CC(=C(C(=C1)OCC)OC)C(C)(C)C (2-Bromo-1-[3-(tert-butyl)-5-ethoxy-4-methoxyphenyl]-1-ethanone). The reactants are [Br-].[Br-].[Br-].C(CCC)[N+](CCCC)(CCCC)CCCC.C(CCC)[N+](CCCC)(CCCC)CCCC.C(CCC)[N+](CCCC)(CCCC)CCCC (Tetra-n-butylammonium tribromide), C([O-])([O-])=O.[Cs+].[Cs+] (Cesium carbonate), CI (methyl iodide), C(C)(C)(C)C=1C=C(C=C(C1O)OCC)C(C)=O (1-[3-(tert-butyl)-5-ethoxy-4-hydroxyphenyl]-1-ethanone). Reactants: BrC=1C=C(CO[Si](C)(C)C(C)(C)C)C=CC1OC ([(3-bromo-4-methoxybenzyl)oxy] (tert-butyl) dimethyl silane), ClC=1C=C2C(C(NC2=CC1)=O)=O (5-chloroisatin). Product: [Si](C)(C)(C(C)(C)C)OCC=1C=CC(=C(C1)C1(C(NC2=CC=C(C=C12)Cl)=O)O)OC (3-[5-({[tert-butyl(dimethyl)silyl]oxy}methyl)-2-methoxyphenyl]-5-chloro-3-hydroxy-1,3-dihydro-2H-indol-2-one). Isolated yield 60.5%. RXN SMILES: Br[C:2]1[CH:3]=[C:4]([CH:14]=[CH:15][C:16]=1[O:17][CH3:18])[CH2:5][O:6][Si:7]([C:10]([CH3:13])([CH3:12])[CH3:11])([CH3:9])[CH3:8].[Cl:19][C:20]1[CH:21]=[C:22]2[C:26](=[CH:27][CH:28]=1)[NH:25][C:24](=[O:29])[C:23]2=[O:30]>>[Si:7]([O:6][CH2:5][C:4]1[CH:14]=[CH:15][C:16]([O:17][CH3:18])=[C:2]([C:23]2([OH:30])[C:22]3[C:26](=[CH:27][CH:28]=[C:20]([Cl:19])[CH:21]=3)[NH:25][C:24]2=[O:29])[CH:3]=1)([C:10]([CH3:13])([CH3:12])[CH3:11])([CH3:9])[CH3:8]. Reported procedure: With 100 g of the compound obtained in Step 204-2 and 45.8 g of 5-chloroisatin as starting material, 66.2 g of the title compound (opal solid) was obtained by a similar method to Step 21-1. Starting materials: NC[C@@H](C)O ((R)-1-amino-2-propanol), O=CCC1C(C2=CC(=CC=C2C1)OC)=O ((RS)-2-(2-oxoethyl)-6-methoxy-1-indanone), O (water). Reagents/catalysts: C1(=CC=C(C=C1)S(=O)(=O)O)C (p-toluenesulfonic acid). Solvent: C1(=CC=CC=C1)C (toluene), C1(=CC=CC=C1)C (toluene). Reaction conditions: time 30 minute. The product is COC1=CC=C2CC3=C(N(C=C3)C[C@@H](C)O)C2=C1 ((R)-1-(7-methoxy-1,4-dihydro-indeno[1,2-b]pyrrol-1-yl)-propan-2-ol). Isolated yield 63.0%. As a reaction SMILES: O=[CH:2][CH2:3][CH:4]1[CH2:12][C:11]2[C:6](=[CH:7][C:8]([O:13][CH3:14])=[CH:9][CH:10]=2)[C:5]1=O.O.[NH2:17][CH2:18][C@H:19]([OH:21])[CH3:20]>C1(C)C=CC=CC=1.C1(C)C=CC(S(O)(=O)=O)=CC=1>[CH3:14][O:13][C:8]1[CH:7]=[C:6]2[C:11]([CH2:12][C:4]3[CH:3]=[CH:2][N:17]([CH2:18][C@H:19]([OH:21])[CH3:20])[C:5]=32)=[CH:10][CH:9]=1. Procedure: A solution of 2 g of (RS)-2-(2-oxoethyl)-6-methoxy-1-indanone and 80 mg of p-toluenesulfonic acid in 70 ml of anhydrous toluene was heated on a water separator. A solution of 2.94 g of (R)-1-amino-2-propanol in 20 ml of anhydrous toluene was added dropwise to the boiling solution over a period of 5 minutes. Subsequently, the mixture was boiled for an additional 30 minutes, during which the solvent was reduced to a volume of 20 ml. The cooled reaction mixture was purified by column chromatography... The reactants are FC1=CC=C(C=C1)C1(CN(C1)C(C1=CC=CC=C1)C1=CC=CC=C1)O (3-(4-fluorophenyl)-1-diphenylmethyl-3-azetidinol), C(C)(C)N(C(C)C)CC (N,N-diisopropylethylamine), CS(=O)(=O)Cl (methanesulfonyl chloride). Run in ClCCl (dichloromethane). Reaction conditions: temperature 0 celsius, time 18 hour. The product is FC1=CC=C(C=C1)C1(CN(C1)C(C1=CC=CC=C1)C1=CC=CC=C1)Cl (3-(4-fluorophenyl)-3-chloro-1-(diphenylmethyl)azetidine). RXN SMILES: [F:1][C:2]1[CH:7]=[CH:6][C:5]([C:8]2(O)[CH2:11][N:10]([CH:12]([C:19]3[CH:24]=[CH:23][CH:22]=[CH:21][CH:20]=3)[C:13]3[CH:18]=[CH:17][CH:16]=[CH:15][CH:14]=3)[CH2:9]2)=[CH:4][CH:3]=1.C(N(CC)C(C)C)(C)C.CS([Cl:39])(=O)=O>ClCCl>[F:1][C:2]1[CH:7]=[CH:6][C:5]([C:8]2([Cl:39])[CH2:11][N:10]([CH:12]([C:19]3[CH:24]=[CH:23][CH:22]=[CH:21][CH:20]=3)[C:13]3[CH:18]=[CH:17][CH:16]=[CH:15][CH:14]=3)[CH2:9]2)=[CH:4][CH:3]=1. Reported procedure: To a stirred solution of 3-(4-fluorophenyl)-1-diphenylmethyl-3-azetidinol (15) (4.0 g) and N,N-diisopropylethylamine (3.2 mL) in dichloromethane (100 mL) at 0° C. was added, dropwise, methanesulfonyl chloride (125 mL). The mixture was stirred at 0° C. for 18 hrs, then washed (water, brine) and dried (Na2SO4) and concentrated in vacuo. The crude product was recrystallised from hexane to give 3-(4-fluorophenyl)-3-chloro-1-(diphenylmethyl)azetidine (16) (22 g), m.p. 108-109° C. (hexane). Found: C, ... Reactants: FC1=C(C=CC=C1)C1(C(NC(N1)=O)=O)C ((RS)-5-(2-fluoro-phenyl)-5-methyl-imidazolidine-2,4-dione), [OH-].[Na+] (sodium hydroxide), NC(C(=O)O)(C)C1=C(C=CC=C1)F ((RS)-2-amino-2-(2-fluoro-phenyl)-propionic acid), S(=O)(Cl)Cl (thionylchloride). Solvent: CO (methanol). Product: COC(C(C)(C1=C(C=CC=C1)F)N)=O ((RS)-2-amino-2-(2-fluoro-phenyl)-propionic acid methylester). As a reaction SMILES: [F:1][C:2]1[CH:7]=[CH:6][CH:5]=[CH:4][C:3]=1[C:8]1([CH3:15])[NH:12]C(=O)N[C:9]1=[O:14].[OH-].[Na+].NC(C1C=CC=CC=1F)(C)[C:20](O)=[O:21].S(Cl)(Cl)=O>CO>[CH3:20][O:21][C:9](=[O:14])[C:8]([NH2:12])([C:3]1[CH:4]=[CH:5][CH:6]=[CH:7][C:2]=1[F:1])[CH3:15] |f:1.2|. Procedure details: The hydrolysis of the (RS)-5-(2-fluoro-phenyl)-5-methyl-imidazolidine-2,4-dione with 3 N sodium hydroxide solution and esterification of the resulting (RS)-2-amino-2-(2-fluoro-phenyl)-propionic acid with methanol and thionylchloride yielded the (RS)-2-amino-2-(2-fluoro-phenyl)-propionic acid methylester as a light yellow liquid. The purity of the product allowed using it in the next step without further purification. MS (ISP): m/z=198.2 [M+H]+. The reactants are COC(=O)C=1C=NC(=C(C1)Br)Cl (5-bromo-6-chloro-3-pyridinecarboxylic acid methyl ester), NC[C@@](O)(C1CC1)C ((S)-α-(aminomethyl)-α-methyl-cyclopropanemethanol), ClC1=CC=C(C=C1)B(O)O (4-chlorophenyl-boronic acid), CN1N=CN=C1CO (1-methyl-1H-1,2,4-triazole-5-methanol). Procedure: The title compound was synthesized in analogy to the procedure described for the preparation of Example 5, using 5-bromo-6-chloro-3-pyridinecarboxylic acid methyl ester, 4-chlorophenyl-boronic acid (commercially available), 1-methyl-1H-1,2,4-triazole-5-methanol (CAN 91616-36-3), and (S)-α-(aminomethyl)-α-methyl-cyclopropanemethanol (WO 2006/106054) as starting materials. MS (ISP): 442.1 (M+H+). As a reaction SMILES: CO[C:3]([C:5]1[CH:6]=[N:7][C:8](Cl)=[C:9](Br)[CH:10]=1)=[O:4].[Cl:13][C:14]1[CH:19]=[CH:18][C:17](B(O)O)=[CH:16][CH:15]=1.[CH3:23][N:24]1[C:28]([CH2:29][OH:30])=[N:27][CH:26]=[N:25]1.[NH2:31][CH2:32][C@:33]([CH3:38])([CH:35]1[CH2:37][CH2:36]1)[OH:34]>>[Cl:13][C:14]1[CH:19]=[CH:18][C:17]([C:9]2[C:8]([O:30][CH2:29][C:28]3[N:24]([CH3:23])[N:25]=[CH:26][N:27]=3)=[N:7][CH:6]=[C:5]([CH:10]=2)[C:3]([NH:31][CH2:32][C@:33]([CH:35]2[CH2:37][CH2:36]2)([OH:34])[CH3:38])=[O:4])=[CH:16][CH:15]=1. Product: ClC1=CC=C(C=C1)C=1C(=NC=C(C(=O)NC[C@@](C)(O)C2CC2)C1)OCC=1N(N=CN1)C (5-(4-Chloro-phenyl)-N—((S)-2-cyclopropyl-2-hydroxy-propyl)-6-(2-methyl-2H-[1,2,4]triazol-3-ylmethoxy)-nicotinamide). The reactants are example 6 ( 1 ), [N+](=O)([O-])C1=C2C(N(C(C2=CC=C1)=O)CC(C(=O)OC)C1(OCCO1)C)=O (methyl 3-(4-nitro-1,3-dioxo-1,3-dihydro-isoindol-2-yl)-2-(2-methyl-[1,3]dioxolan-2-yl)propionate), O.C1(=CC=C(C=C1)S(=O)(=O)O)C (p-toluenesulfonic acid monohydrate). Yields the product [N+](=O)([O-])C1=C2C(N(C(C2=CC=C1)=O)CC(C(=O)OC)C(C)=O)=O (Methyl 2-(4-nitro-1,3-dioxo-1,3-dihydro-isoindol-2-ylmethyl)-3-oxo-butyrate). Reaction SMILES: [N+:1]([C:4]1[CH:12]=[CH:11][CH:10]=[C:9]2[C:5]=1[C:6](=[O:26])[N:7]([CH2:14][CH:15]([C:20]1([CH3:25])OCC[O:21]1)[C:16]([O:18][CH3:19])=[O:17])[C:8]2=[O:13])([O-:3])=[O:2].O.C1(C)C=CC(S(O)(=O)=O)=CC=1>>[N+:1]([C:4]1[CH:12]=[CH:11][CH:10]=[C:9]2[C:5]=1[C:6](=[O:26])[N:7]([CH2:14][CH:15]([C:20](=[O:21])[CH3:25])[C:16]([O:18][CH3:19])=[O:17])[C:8]2=[O:13])([O-:3])=[O:2] |f:1.2|. Reported procedure: Methyl 2-(4-nitro-1,3-dioxo-1,3-dihydro-isoindol-2-ylmethyl)-3-oxo-butyrate was prepared in the same manner as described in the above example 6 (1) from methyl 3-(4-nitro-1,3-dioxo-1,3-dihydro-isoindol-2-yl)-2-(2-methyl-[1,3]dioxolan-2-yl)propionate (0.24 g, 0.67 mmol) and p-toluenesulfonic acid monohydrate (51 mg), and the obtained product was identified with the following NMR data.